Dataset: the Open Reaction Database (ORD), a public repository of structured organic reaction records. Task: describe an organic reaction: reactants, conditions, products, and yield Yields the product CC(CC=O)n1cnc(-c2cccnc2)c1. As a reaction SMILES: [CH2:20]1[O:21][CH2:22][CH2:23][CH2:24]1.[CH3:12][CH2:13][OH:14].[CH:15]([CH:16]=[CH:17][CH3:18])=[O:19].[n:1]1[cH:2][c:3](-[c:7]2[n:8][cH:9][nH:10][cH:11]2)[cH:4][cH:5][cH:6]1>>[n:1]1[cH:2][c:3](-[c:7]2[n:8][cH:9][n:10]([CH:17]([CH2:16][CH:15]=[O:19])[CH3:18])[cH:11]2)[cH:4][cH:5][cH:6]1. Starting materials: C1CCOC1, CCO, CC=CC=O, c1cncc(-c2c[nH]cn2)c1.